Dataset: the Open Reaction Database (ORD), a public repository of structured organic reaction records. Task: describe an organic reaction: reactants, conditions, products, and yield Starting materials: O=C([O-])[O-], CCOC(=O)c1cc2c(C)c3sc4ccccc4c3cc2[nH]1, CO, [Cs+], [Cs+], O. The product is Cc1c2cc(C(=O)O)[nH]c2cc2c1sc1ccccc12. RXN SMILES: [C:23](=[O:24])([O-:25])[O-:26].[CH3:1][c:2]1[c:3]2[cH:4][c:5]([C:18](=[O:19])[O:20][CH2:21][CH3:22])[nH:6][c:7]2[cH:8][c:9]2[c:10]1[s:11][c:12]1[c:13]2[cH:14][cH:15][cH:16][cH:17]1.[CH3:29][OH:30].[Cs+:27].[Cs+:28].[OH2:31]>>[CH3:1][c:2]1[c:3]2[cH:4][c:5]([C:18](=[O:19])[OH:20])[nH:6][c:7]2[cH:8][c:9]2[c:10]1[s:11][c:12]1[c:13]2[cH:14][cH:15][cH:16][cH:17]1.